From a dataset of the Open Reaction Database (ORD), a public repository of structured organic reaction records. describe an organic reaction: reactants, conditions, products, and yield Run at time 8 hour. Yields the product ClCC(=O)C1=CC=C(SCC(=O)OC)C=C1 (methyl 4-(chloroacetyl)-thiophenoxyacetate). Reactants: ice, Cl (hydrochloric acid), S(C1=CC=CC=C1)CC(=O)OC (methyl thiophenoxyacetate), ClCC(=O)Cl (chloroacetyl chloride), [Cl-].[Al+3].[Cl-].[Cl-] (aluminium chloride). As a reaction SMILES: [S:1]([CH2:8][C:9]([O:11][CH3:12])=[O:10])[C:2]1[CH:7]=[CH:6][CH:5]=[CH:4][CH:3]=1.[Cl:13][CH2:14][C:15](Cl)=[O:16].[Cl-].[Al+3].[Cl-].[Cl-].Cl>C(Cl)Cl>[Cl:13][CH2:14][C:15]([C:5]1[CH:6]=[CH:7][C:2]([S:1][CH2:8][C:9]([O:11][CH3:12])=[O:10])=[CH:3][CH:4]=1)=[O:16] |f:2.3.4.5|. Run in C(Cl)Cl (methylene chloride), C(Cl)Cl (methylene chloride). Reported procedure: A solution of methyl thiophenoxyacetate (60g.) in methylene chloride (100ml.) was added over 20 minutes to a stirred suspension of chloroacetyl chloride (45.2g.) and aluminium chloride (134g.) in methylene chloride (400ml.) at room temperature. The resulting solution was stirred at room temperature overnight and poured onto a mixture of ice (2kg.) and concentrated hydrochloric acid (50ml.). This mixture was then stirred at room temperature for 1 hour. The methylene chloride phase was separated, ... The reactants are C(C)(C)(C)OC(=O)N1C(C(N(C(C1)C)CC1=CC=C2C(=NC=NC2=C1)N)=O)CCC (4-[4-amino-quinazolin-7-ylmethyl]-5-methyl-3-oxo-2-propyl-piperazine-1-carboxylic acid tert-butyl-ester), Cl (HCl). Solvent: CCOC(=O)C (EtOAc). Reaction conditions: time 15 minute. The product is NC1=NC=NC2=CC(=CC=C12)CN1C(C(NCC1C)CCC)=O (4-[4-Amino-quinazolin-7-ylmethyl]-5-methyl-3-oxo-2-propyl-piperazine). Yield: 72.5%. RXN SMILES: C(OC([N:8]1[CH2:13][CH:12]([CH3:14])[N:11]([CH2:15][C:16]2[CH:25]=[C:24]3[C:19]([C:20]([NH2:26])=[N:21][CH:22]=[N:23]3)=[CH:18][CH:17]=2)[C:10](=[O:27])[CH:9]1[CH2:28][CH2:29][CH3:30])=O)(C)(C)C.Cl>CCOC(C)=O>[NH2:26][C:20]1[C:19]2[C:24](=[CH:25][C:16]([CH2:15][N:11]3[CH:12]([CH3:14])[CH2:13][NH:8][CH:9]([CH2:28][CH2:29][CH3:30])[C:10]3=[O:27])=[CH:17][CH:18]=2)[N:23]=[CH:22][N:21]=1. Procedure: To a solution of 4-[4-amino-quinazolin-7-ylmethyl]-5-methyl-3-oxo-2-propyl-piperazine-1-carboxylic acid tert-butyl-ester (0.91 g, 2.2 mmol) in EtOAc (40 mL) is bubbled HCl (gas) for 5 min. at 0° C. After this time, the solution is stirred at ambient temperatures for 15 min. The solution is concentrated. The residue is purified by column chromatography eluting with 1:5:100 NH4OH/MeOH/CH2Cl2. The title compound (0.5 g) is obtained as a white solid. 1H NMR (300 MHz, CDOD) δ8.40 (s, 1H), 8.04 (d, 1H... Isolated yield 87.8%. The reagents and catalysts are [Pd] (Pd/C). The solvent is CO (MeOH). Reaction SMILES: [F:1][C:2]1[CH:14]=[C:13]([N+:15]([O-])=O)[CH:12]=[CH:11][C:3]=1[NH:4][CH2:5][CH2:6][CH2:7][CH2:8][CH2:9][CH3:10]>CO.[Pd]>[F:1][C:2]1[CH:14]=[C:13]([NH2:15])[CH:12]=[CH:11][C:3]=1[NH:4][CH2:5][CH2:6][CH2:7][CH2:8][CH2:9][CH3:10]. Yields the product FC1=C(C=CC(=C1)N)NCCCCCC (2-fluoro-N1-hexylbenzene-1,4-diamine). Run at time 8 hour. Starting materials: FC1=C(NCCCCCC)C=CC(=C1)[N+](=O)[O-] (2-fluoro-N-hexyl-4-nitroaniline). Procedure details: To a solution of 2-fluoro-N-hexyl-4-nitroaniline (4.37 g, 18.2 mmol) in MeOH (50 mL) was added catalyst Pd/C (0.50 g). The reaction mixture was stirred at rt under H2 overnight. The mixture was filtered, and the filtrate was concentrated in vacuo. The residue was purified by a silica gel column chromatography (PE/EtOAc (V/V)=4:1) to give the title compound as blackish oil (3.36 g, 88%).